Dataset: the Open Reaction Database (ORD), a public repository of structured organic reaction records. Task: describe an organic reaction: reactants, conditions, products, and yield Starting materials: [BH4-].[Na+] (sodium borohydride), C1(=CC=CC=C1)C1=NN2C(N=CC=C2)=C1C1=CC(=NC=C1)N (4-(2-phenylpyrazolo[1,5-a]pyrimidin-3-yl)pyridin-2-amine), O (water). Run in C(C)O (ethanol). Conditions: time 2 hour. Product: C1(=CC=CC=C1)C1=NN2C(NCCC2)=C1C1=CC(=NC=C1)N (4-(2-phenyl-4,5,6,7-tetrahydropyrazolo[1,5-a]pyrimidin-3-yl)pyridin-2-amine). Isolated yield 49.8%. Reaction SMILES: [C:1]1([C:7]2[C:15]([C:16]3[CH:21]=[CH:20][N:19]=[C:18]([NH2:22])[CH:17]=3)=[C:10]3[N:11]=[CH:12][CH:13]=[CH:14][N:9]3[N:8]=2)[CH:6]=[CH:5][CH:4]=[CH:3][CH:2]=1.[BH4-].[Na+].O>C(O)C>[C:1]1([C:7]2[C:15]([C:16]3[CH:21]=[CH:20][N:19]=[C:18]([NH2:22])[CH:17]=3)=[C:10]3[NH:11][CH2:12][CH2:13][CH2:14][N:9]3[N:8]=2)[CH:2]=[CH:3][CH:4]=[CH:5][CH:6]=1 |f:1.2|. Procedure details: To a mixture of 4-(2-phenylpyrazolo[1,5-a]pyrimidin-3-yl)pyridin-2-amine (60 mg, 0.2 mmol, 1 eq) in 3 mL of ethanol is added sodium borohydride (17 mg, 0.45 mmol, 2.2 eq). The mixture is stirred at room temperature for 2 h. The mixture is then poured into water, extracted with dichloromethane (3×50 mL), dried over anhydrous magnesium sulphate, filtered and concentrated under reduced pressure. 29 mg (47%) of 4-(2-phenyl-4,5,6,7-tetrahydropyrazolo[1,5-a]pyrimidin-3-yl)pyridin-2-amine are obtained ... The reactants are [OH-].[K+] (potassium hydroxide), C(C)OC(C(CC1=CC(=CC=C1)C(C1=CC(=CC=C1)CC(C)(C)C(=O)OCC)=O)(C)C)=O (3-{3-[3-(2-ethoxycarbonyl-2-methyl-propyl)-benzoyl]-phenyl}-2,2-dimethyl-propionic acid ethyl ester). Run in O (water), C(C)O (ethanol). Yields the product C(=O)(O)C(CC=1C=C(C(=O)C=2C=C(C=CC2)CC(C(=O)O)(C)C)C=CC1)(C)C (3-{3-[3-(2-carboxy-2-methylpropyl)benzoyl]-phenyl}-2,2-dimethyl-propanoic acid). Isolated yield 101.5%. Reaction SMILES: [OH-].[K+].C([O:5][C:6](=[O:34])[C:7]([CH3:33])([CH3:32])[CH2:8][C:9]1[CH:14]=[CH:13][CH:12]=[C:11]([C:15](=[O:31])[C:16]2[CH:21]=[CH:20][CH:19]=[C:18]([CH2:22][C:23]([C:26]([O:28]CC)=[O:27])([CH3:25])[CH3:24])[CH:17]=2)[CH:10]=1)C>O.C(O)C>[C:26]([C:23]([CH3:25])([CH3:24])[CH2:22][C:18]1[CH:17]=[C:16]([CH:21]=[CH:20][CH:19]=1)[C:15]([C:11]1[CH:10]=[C:9]([CH2:8][C:7]([CH3:33])([CH3:32])[C:6]([OH:34])=[O:5])[CH:14]=[CH:13][CH:12]=1)=[O:31])([OH:28])=[O:27] |f:0.1|. Reported procedure: To a solution of potassium hydroxide (1.57 g, 28 mmol) in water (1.5 mL) and absolute ethanol (5 mL) was added 3-{3-[3-(2-ethoxycarbonyl-2-methyl-propyl)-benzoyl]-phenyl}-2,2-dimethyl-propionic acid ethyl ester (4.38 g, 10 mmol) in portions. The mixture was heated to reflux for 3 h and the ethanol was distilled off under reduced pressure on a water-bath. The residual aqueous solution was extracted with chloroform (2×50 mL), then cooled with an ice-bath, and acidified with hydrochloric acid to pH... Starting materials: C(OCC)([O-])[O-] (ethyl orthoformate), S(O)(O)(=O)=O (sulfuric acid), N(N)C1=NC2=C(C(=NC1)C1=CC=CC=C1)C=CC=C2 (2-hydrazino-5-phenyl-3H-1,4-benzodiazepine), C([O-])(O)=O.[Na+] (sodium bicarbonate). The solvent is C(C)O (ethanol). Conditions: time 30 minute. Yields the product C1(=CC=CC=C1)C1=NCC=2N(C3=C1C=CC=C3)C=NN2 (6-phenyl-4H-s-triazolo [4,3-a] [1,4] benzodiazepine). As a reaction SMILES: [NH:1]([C:3]1[CH2:9][N:8]=[C:7]([C:10]2[CH:15]=[CH:14][CH:13]=[CH:12][CH:11]=2)[C:6]2[CH:16]=[CH:17][CH:18]=[CH:19][C:5]=2[N:4]=1)[NH2:2].[CH:20]([O-])([O-])OCC.S(=O)(=O)(O)O.C(=O)(O)[O-].[Na+]>C(O)C>[C:10]1([C:7]2[C:6]3[CH:16]=[CH:17][CH:18]=[CH:19][C:5]=3[N:4]3[CH:20]=[N:2][N:1]=[C:3]3[CH2:9][N:8]=2)[CH:15]=[CH:14][CH:13]=[CH:12][CH:11]=1 |f:3.4|. Reported procedure: To a mixture of 1 part of 2-hydrazino-5-phenyl-3H-1,4-benzodiazepine, prepared in Example 3, 2 parts by volume of ethyl orthoformate and 20 parts by volume of ethanol, 0.44 part by volume of concentrated sulfuric acid is added dropwise with ice-cooling. The mixture is stirred at room temperature for 30 minutes and neutralized with saturated aqueous sodium bicarbonate. The resulting oily substance is extracted with methylene chloride. The methylene chloride layer is washed with water, dried over ...